This data is from the Open Reaction Database (ORD), a public repository of structured organic reaction records. The task is: describe an organic reaction: reactants, conditions, products, and yield Starting materials: C(CCC)NC=1OC=C(N1)C1=CC=CC=C1 (2-(N-butylamino)-4-phenyloxazole), C(C(C)C)(=O)Cl (isobutyryl chloride). Product: C(CCC)N(C(C(C)C)=O)C=1OC=C(N1)C1=CC=CC=C1 (2-(N-Butyl-isobutyramido)-4-phenyloxazole). As a reaction SMILES: [CH2:1]([NH:5][C:6]1[O:7][CH:8]=[C:9]([C:11]2[CH:16]=[CH:15][CH:14]=[CH:13][CH:12]=2)[N:10]=1)[CH2:2][CH2:3][CH3:4].[C:17](Cl)(=[O:21])[CH:18]([CH3:20])[CH3:19]>>[CH2:1]([N:5]([C:6]1[O:7][CH:8]=[C:9]([C:11]2[CH:16]=[CH:15][CH:14]=[CH:13][CH:12]=2)[N:10]=1)[C:17](=[O:21])[CH:18]([CH3:20])[CH3:19])[CH2:2][CH2:3][CH3:4]. Procedure details: 2-(N-butylamino)-4-phenyloxazole was acylated with isobutyryl chloride as described in Example 9. An almost colourless oil was obtained on distillation. WT.= 4.9 g., b.p. 140° C. (air-bath temperature)/1 mm., 80%. Starting materials: Cc1ccc(C#N)c(=O)n1-c1ccc(F)cc1, [Na+], [OH-], O, O=S(=O)(O)O. Product: Cc1ccc(C(=O)O)c(=O)n1-c1ccc(F)cc1. RXN SMILES: [F:1][c:2]1[cH:3][cH:4][c:5](-[n:8]2[c:9](=[O:17])[c:10]([C:15]#[N:16])[cH:11][cH:12][c:13]2[CH3:14])[cH:6][cH:7]1.[Na+:19].[OH-:18].[OH2:25].[S:20]([OH:21])(=[O:22])(=[O:23])[OH:24]>>[F:1][c:2]1[cH:3][cH:4][c:5](-[n:8]2[c:9](=[O:17])[c:10]([C:15](=[O:18])[OH:21])[cH:11][cH:12][c:13]2[CH3:14])[cH:6][cH:7]1.